The task is: describe an organic reaction: reactants, conditions, products, and yield. This data is from the Open Reaction Database (ORD), a public repository of structured organic reaction records. RXN SMILES: [Br-:34].[CH2:1]([CH:2]=[CH2:3])[C:4]1([CH3:33])[C:5](=[O:32])[N:6]([CH:24]([CH2:25][CH3:26])[CH2:27][CH2:28][C:29]([CH3:30])=[O:31])[CH:7]([c:17]2[cH:18][cH:19][c:20]([Cl:23])[cH:21][cH:22]2)[CH:8]([c:10]2[cH:11][c:12]([Cl:16])[cH:13][cH:14][cH:15]2)[CH2:9]1.[CH2:37]1[O:38][CH2:39][CH2:40][CH2:41]1.[CH3:35][Mg+:36].[CH3:42][c:43]1[cH:44][cH:45][cH:46][cH:47][cH:48]1>>[CH2:1]([CH:2]=[CH2:3])[C:4]1([CH3:33])[C:5](=[O:32])[N:6]([CH:24]([CH2:25][CH3:26])[CH2:27][CH2:28][C:29]([CH3:30])([OH:31])[CH3:35])[CH:7]([c:17]2[cH:18][cH:19][c:20]([Cl:23])[cH:21][cH:22]2)[CH:8]([c:10]2[cH:11][c:12]([Cl:16])[cH:13][cH:14][cH:15]2)[CH2:9]1. Yields the product C=CCC1(C)CC(c2cccc(Cl)c2)C(c2ccc(Cl)cc2)N(C(CC)CCC(C)(C)O)C1=O. The reactants are [Br-], C=CCC1(C)CC(c2cccc(Cl)c2)C(c2ccc(Cl)cc2)N(C(CC)CCC(C)=O)C1=O, C1CCOC1, C[Mg+], Cc1ccccc1. Reactants: ClC=1N=C(C2=C(N1)CN(C2)C)N2[C@H](COCC2)C ((S)-4-(2-chloro-6-methyl-6,7-dihydro-5H-pyrrolo[3,4-d]pyrimidin-4-yl)-3-methylmorpholine), ClC=1N=C(C2=C(N1)CN(C2)C)N2[C@H](COCC2)C ((S)-4-(2-chloro-6-methyl-6,7-dihydro-5H-pyrrolo[3,4-d]pyrimidin-4-yl)-3-methylmorpholine), C1(CC1)NC(=O)NC1=CC(=C(C=C1)B1OC(C(O1)(C)C)(C)C)F (1-cyclopropyl-3-(3-fluoro-4-(4,4,5,5-tetramethyl-1,3,2-dioxaborolan-2-yl)phenyl)urea), C1(CC1)NC(=O)NC1=CC(=C(C=C1)B1OC(C(O1)(C)C)(C)C)F (1-cyclopropyl-3-(3-fluoro-4-(4,4,5,5-tetramethyl-1,3,2-dioxaborolan-2-yl)phenyl)urea), ClCCl (dichloromethane), C(=O)([O-])[O-].[Cs+].[Cs+] (Cs2CO3). The reagents and catalysts are C1=CC=C(C=C1)P([C-]2C=CC=C2)C3=CC=CC=C3.C1=CC=C(C=C1)P([C-]2C=CC=C2)C3=CC=CC=C3.Cl[Pd]Cl.[Fe+2] ([1,1′-Bis(diphenylphosphino)ferrocene]dichloropalladium). The solvent is COCCOC.CCO.O (DME EtOH H2O). Run at temperature 115 celsius. Yields the product C1(CC1)NC(=O)NC1=CC(=C(C=C1)C=1N=C(C2=C(N1)CN(C2)C)N2[C@H](COCC2)C)F ((S)-1-cyclopropyl-3-(3-fluoro-4-(6-methyl-4-(3-methylmorpholino)-6,7-dihydro-5H-pyrrolo[3,4-d]pyrimidin-2-yl)phenyl)urea). Isolated yield 10.9%. RXN SMILES: Cl[C:2]1[N:3]=[C:4]([N:12]2[CH2:17][CH2:16][O:15][CH2:14][C@@H:13]2[CH3:18])[C:5]2[CH2:10][N:9]([CH3:11])[CH2:8][C:6]=2[N:7]=1.[CH:19]1([NH:22][C:23]([NH:25][C:26]2[CH:31]=[CH:30][C:29](B3OC(C)(C)C(C)(C)O3)=[C:28]([F:41])[CH:27]=2)=[O:24])[CH2:21][CH2:20]1.ClCCl.C([O-])([O-])=O.[Cs+].[Cs+]>COCCOC.CCO.O.C1C=CC(P(C2C=CC=CC=2)[C-]2C=CC=C2)=CC=1.C1C=CC(P(C2C=CC=CC=2)[C-]2C=CC=C2)=CC=1.Cl[Pd]Cl.[Fe+2]>[CH:19]1([NH:22][C:23]([NH:25][C:26]2[CH:31]=[CH:30][C:29]([C:2]3[N:3]=[C:4]([N:12]4[CH2:17][CH2:16][O:15][CH2:14][C@@H:13]4[CH3:18])[C:5]4[CH2:10][N:9]([CH3:11])[CH2:8][C:6]=4[N:7]=3)=[C:28]([F:41])[CH:27]=2)=[O:24])[CH2:21][CH2:20]1 |f:3.4.5,6.7.8,9.10.11.12|. Reported procedure: To a solution of (S)-4-(2-chloro-6-methyl-6,7-dihydro-5H-pyrrolo[3,4-d]pyrimidin-4-yl)-3-methylmorpholine (intermediate 12) (150 mg, 0.55 mmol) and 1-cyclopropyl-3-(3-fluoro-4-(4,4,5,5-tetramethyl-1,3,2-dioxaborolan-2-yl)phenyl)urea (intermediate 29) (212 mg, 0.69 mmol) in DME/EtOH/H2O (7/3/2) (2 mL) was added [1,1′-Bis(diphenylphosphino)ferrocene]dichloropalladium (II), complex with dichloromethane (22 mg, 0.027 mmol) and Cs2CO3 (538 mg, 1.65 mmol). The reaction mixture was then heated by micro... Starting materials: COc1cccc(S)c1, CC(C)O, [Cu]I, O=Cc1cccc(I)c1, [K+], [K+], O=C([O-])[O-], OCCO. Product: COc1cccc(Sc2cccc(C=O)c2)c1. Reaction SMILES: [CH3:10][O:11][c:12]1[cH:13][c:14]([SH:18])[cH:15][cH:16][cH:17]1.[CH3:31][CH:32]([OH:33])[CH3:34].[Cu:29][I:30].[I:1][c:2]1[cH:3][c:4]([CH:5]=[O:6])[cH:7][cH:8][cH:9]1.[K+:19].[K+:20].[O-:21][C:22]([O-:23])=[O:24].[OH:25][CH2:26][CH2:27][OH:28]>>[c:2]1([S:18][c:14]2[cH:13][c:12]([O:11][CH3:10])[cH:17][cH:16][cH:15]2)[cH:3][c:4]([CH:5]=[O:6])[cH:7][cH:8][cH:9]1. Starting materials: CCOC=1C=CC(=CC1)N (p-phenetidine), ClC1=C(C(=O)O)C(=CC=C1[N+](=O)[O-])Cl (2,6-dichloro-3-nitrobenzoic acid), CN(C1=CC=CC=C1)C (N,N-dimethylaniline). Solvent: C(Cl)(Cl)Cl (chloroform). Product: ClC1=CC=C(C(=C1C(=O)O)NC1=CC=C(C=C1)OCC)[N+](=O)[O-] (6-chloro-2-[(4-ethoxyphenyl)amino]-3-nitrobenzoic acid). RXN SMILES: [CH3:1][CH2:2][O:3][C:4]1[CH:5]=[CH:6][C:7]([NH2:10])=[CH:8][CH:9]=1.Cl[C:12]1[C:20]([N+:21]([O-:23])=[O:22])=[CH:19][CH:18]=[C:17]([Cl:24])[C:13]=1[C:14]([OH:16])=[O:15].CN(C)C1C=CC=CC=1>C(Cl)(Cl)Cl>[Cl:24][C:17]1[C:13]([C:14]([OH:16])=[O:15])=[C:12]([NH:10][C:7]2[CH:8]=[CH:9][C:4]([O:3][CH2:2][CH3:1])=[CH:5][CH:6]=2)[C:20]([N+:21]([O-:23])=[O:22])=[CH:19][CH:18]=1. Reported procedure: A mixture of 28.0 g of p-phenetidine, 23.6 g of 2,6-dichloro-3-nitrobenzoic acid, and 80 ml of N,N-dimethylaniline was heated five hours on a steam bath. The resulting mixture was diluted with chloroform and extracted with 1N sodium hydroxide. Acidification of the aqueous extract yielded 6-chloro-2-[(4-ethoxyphenyl)amino]-3-nitrobenzoic acid as reddish brown crystals. The product is Cn1cncc1C(=O)O. Reaction SMILES: [CH3:12][CH2:13][OH:14].[CH3:1][n:2]1[cH:3][n:4][cH:5][c:6]1[C:7](=[O:8])[O:9][CH2:10][CH3:11].[ClH:17].[Na+:16].[OH-:15].[OH2:18]>>[CH3:1][n:2]1[cH:3][n:4][cH:5][c:6]1[C:7](=[O:8])[OH:9]. The reactants are CCO, CCOC(=O)c1cncn1C, Cl, [Na+], [OH-], O.